From a dataset of the Open Reaction Database (ORD), a public repository of structured organic reaction records. describe an organic reaction: reactants, conditions, products, and yield The reactants are ClC=1C=NC2=CC=C(C=C2C1CCCC1(CCN(CC1)CCOC1=CC(=CC(=C1)F)F)C(=O)O)OC (4-[3-(3-chloro-6-methoxyquinolin-4-yl)propyl]-1-[2-(3,5-difluorophenoxy)ethyl]piperidine-4-carboxylic acid), solution, N (ammonia), O.ON1N=NC2=C1C=CC=C2 (1-hydroxybenzotriazole hydrate), Cl.CN(CCCN=C=NCC)C (1-[3-(dimethylamino)propyl]-3-ethylcarbodiimide hydrochloride). The solvent is O (water), ClCCl (dichloromethane), O1CCOCC1 (dioxane), C(C)N(CC)CC (triethylamine). Reaction conditions: temperature 20 celsius, time 17 hour. Product: ClC=1C=NC2=CC=C(C=C2C1CCCC1(CCN(CC1)CCOC1=CC(=CC(=C1)F)F)C(=O)N)OC (4-[3-(3-chloro-6-methoxyquinolin-4-yl)propyl]-1-[2-(3,5-difluorophenoxy)ethyl]piperidine-4-carboxamide). Yield: 75.5%. As a reaction SMILES: N.O.O[N:4]1C2C=CC=CC=2N=N1.Cl.CN(C)CCCN=C=NCC.[Cl:25][C:26]1[CH:27]=[N:28][C:29]2[C:34]([C:35]=1[CH2:36][CH2:37][CH2:38][C:39]1([C:56]([OH:58])=O)[CH2:44][CH2:43][N:42]([CH2:45][CH2:46][O:47][C:48]3[CH:53]=[C:52]([F:54])[CH:51]=[C:50]([F:55])[CH:49]=3)[CH2:41][CH2:40]1)=[CH:33][C:32]([O:59][CH3:60])=[CH:31][CH:30]=2>O1CCOCC1.ClCCl.O.C(N(CC)CC)C>[Cl:25][C:26]1[CH:27]=[N:28][C:29]2[C:34]([C:35]=1[CH2:36][CH2:37][CH2:38][C:39]1([C:56]([NH2:4])=[O:58])[CH2:44][CH2:43][N:42]([CH2:45][CH2:46][O:47][C:48]3[CH:53]=[C:52]([F:54])[CH:51]=[C:50]([F:55])[CH:49]=3)[CH2:41][CH2:40]1)=[CH:33][C:32]([O:59][CH3:60])=[CH:31][CH:30]=2 |f:1.2,3.4|. Procedure: 13.4 cm3 of a 0.5N solution of aqueous ammonia in dioxane, 0.229 g of 1-hydroxybenzotriazole hydrate, 0.64 g of 1-[3-(dimethylamino)propyl]-3-ethylcarbodiimide hydrochloride and 0.46 cm3 of triethylamine were added, with stirring and under an inert atmosphere, to a mixture of 0.69 g of 4-[3-(3-chloro-6-methoxyquinolin-4-yl)propyl]-1-[2-(3,5-difluorophenoxy)ethyl]piperidine-4-carboxylic acid in 30 cm3 of dichloromethane. The suspension obtained was stirred for 17 hours at a temperature in the reg... The reactants are CO, CCC(=O)NC(C)(C)Cc1ccc([N+](=O)[O-])cc1. The product is CCC(=O)NC(C)(C)Cc1ccc(N)cc1. Reaction SMILES: [CH3:19][OH:20].[CH3:1][C:2]([CH2:3][c:4]1[cH:5][cH:6][c:7]([N+:10]([O-:11])=[O:12])[cH:8][cH:9]1)([CH3:13])[NH:14][C:15]([CH2:16][CH3:17])=[O:18]>>[CH3:1][C:2]([CH2:3][c:4]1[cH:5][cH:6][c:7]([NH2:10])[cH:8][cH:9]1)([CH3:13])[NH:14][C:15]([CH2:16][CH3:17])=[O:18].